Dataset: the Open Reaction Database (ORD), a public repository of structured organic reaction records. Task: describe an organic reaction: reactants, conditions, products, and yield The reactants are CCCCCCCCCCCCCCCCCCOc1cccs1, CC(=O)OC(C)=O, O. Product: CCCCCCCCCCCCCCCCCCOc1ccc(C(C)=O)s1. RXN SMILES: [CH2:1]([CH2:2][CH2:3][CH2:4][CH2:5][CH2:6][CH2:7][CH2:8][CH2:9][CH2:10][CH2:11][CH2:12][CH2:13][CH2:14][CH2:15][CH2:16][CH2:17][CH3:18])[O:19][c:20]1[s:21][cH:22][cH:23][cH:24]1.[CH3:25][C:26](=[O:27])[O:28][C:29](=[O:30])[CH3:31].[OH2:32]>>[CH2:1]([CH2:2][CH2:3][CH2:4][CH2:5][CH2:6][CH2:7][CH2:8][CH2:9][CH2:10][CH2:11][CH2:12][CH2:13][CH2:14][CH2:15][CH2:16][CH2:17][CH3:18])[O:19][c:20]1[s:21][c:22]([C:26]([CH3:25])=[O:27])[cH:23][cH:24]1. The reactants are ClC1=CC=2C3=C(N(C2C=C1)CCC(=O)OCC)CCN(C3)C (ethyl 3-(8-chloro-1,2,3,4-tetrahydro-2-methylpyrido[4,3-b]indol-5-yl)propanoate), CNC (dimethylamine). Conditions: temperature 120 celsius. Yields the product ClC1=CC=2C3=C(N(C2C=C1)CCC(=O)N(C)C)CCN(C3)C (3-(8-chloro-1,2,3,4-tetrahydro-2-methylpyrido[4,3-b]indol-5-yl)-N,N-dimethylpropanamide). As a reaction SMILES: [Cl:1][C:2]1[CH:10]=[CH:9][C:8]2[N:7]([CH2:11][CH2:12][C:13]([O:15]CC)=O)[C:6]3[CH2:18][CH2:19][N:20]([CH3:22])[CH2:21][C:5]=3[C:4]=2[CH:3]=1.[CH3:23][NH:24][CH3:25]>>[Cl:1][C:2]1[CH:10]=[CH:9][C:8]2[N:7]([CH2:11][CH2:12][C:13]([N:24]([CH3:25])[CH3:23])=[O:15])[C:6]3[CH2:18][CH2:19][N:20]([CH3:22])[CH2:21][C:5]=3[C:4]=2[CH:3]=1. Procedure details: A mixture of ethyl 3-(8-chloro-1,2,3,4-tetrahydro-2-methylpyrido[4,3-b]indol-5-yl)propanoate (CD17) (100 mg) and dimethylamine (1 ml) was heated at 120° C. for 15 h to obtain 3-(8-chloro-1,2,3,4-tetrahydro-2-methylpyrido[4,3-b]indol-5-yl)-N,N-dimethylpropanamide (CD52) after purification on neutral alumina chromatography eluting with methanol-dichloromethane gradient. The free base was converted into its HCl salt by treatment of ethanol-HCl. Product: N=1N=CN(C1)C=1C=C2C(=CNC2=CC1)CC(CC1CCN(CC1)C(=O)OC(C)(C)C)O (4-[3-(5-(1,2,4-Triazol-4-yl)-1H-indol-3-yl)-2-hydroxypropyl]-N-(tert-butyloxycarbonyl)piperidine). Reaction SMILES: [C:1]([O:5][C:6]([N:8]1[CH2:13][CH2:12][CH:11]([CH2:14][CH:15]([OH:26])[CH2:16][C:17]#[C:18][Si](CC)(CC)CC)[CH2:10][CH2:9]1)=[O:7])([CH3:4])([CH3:3])[CH3:2].I[C:28]1[CH:34]=[C:33]([N:35]2[CH:39]=[N:38][N:37]=[CH:36]2)[CH:32]=[CH:31][C:29]=1[NH2:30]>>[N:37]1[N:38]=[CH:39][N:35]([C:33]2[CH:32]=[C:31]3[C:29](=[CH:28][CH:34]=2)[NH:30][CH:18]=[C:17]3[CH2:16][CH:15]([OH:26])[CH2:14][CH:11]2[CH2:10][CH2:9][N:8]([C:6]([O:5][C:1]([CH3:2])([CH3:3])[CH3:4])=[O:7])[CH2:13][CH2:12]2)[CH:36]=1. Procedure: Prepared according to the procedure described for Example 49 step d, using (±)-5-[N-(tert-butyloxycarbonyl)piperidin-4-yl]-4-hydroxy-1-triethylsilyl-1-pentyne (Example 49, step b) and 2-iodo-4-(1,2,4-triazol-4-yl)aniline. 1H NMR (250 MHz, CDCl3) δ 1.04-1.19 (3H, m), 1.44 (9H, s), 1.68 (4H, m), 2.69 (2H, bt), 2.82 (1H, dd), 3.0 (1H, dd), 4.08 (3H, m), 7.17 (1H, dd), 7.25 (2H, m), 7.50 (1H, d), 7.59 (1H, d), 8.44 (2H, s), 8.46 (1H, s). The reactants are C(C)(C)(C)OC(=O)N1CCC(CC1)CC(CC#C[Si](CC)(CC)CC)O ((±)-5-[N-(tert-butyloxycarbonyl)piperidin-4-yl]-4-hydroxy-1-triethylsilyl-1-pentyne), IC1=C(N)C=CC(=C1)N1C=NN=C1 (2-iodo-4-(1,2,4-triazol-4-yl)aniline). Yield: 34.9%. The reactants are ClC=1C(=CC(NC1)=O)O (5-chloro-4-hydroxy-2-pyridone), C(CCCCC)(=O)Cl (hexanoyl chloride). Yields the product ClC=1C(=CC(=NC1)OC(CCCCC)=O)OC(CCCCC)=O (5-chloro-2,4-dihexanoyloxypyridine). Procedure details: The general procedure of Example 5 was followed using 2.00 g of 5-chloro-4-hydroxy-2-pyridone and 2.75 g of hexanoyl chloride to produce 1.22 g of the title compound in a yield of 26%. RXN SMILES: [Cl:1][C:2]1[C:3]([OH:9])=[CH:4][C:5](=[O:8])[NH:6][CH:7]=1.[C:10](Cl)(=[O:16])[CH2:11][CH2:12][CH2:13][CH2:14][CH3:15]>>[Cl:1][C:2]1[C:3]([O:9][C:10](=[O:16])[CH2:11][CH2:12][CH2:13][CH2:14][CH3:15])=[CH:4][C:5]([O:8][C:10](=[O:16])[CH2:11][CH2:12][CH2:13][CH2:14][CH3:15])=[N:6][CH:7]=1. The reactants are CS(=O)(=O)c1cc(Oc2ccc(NC(=O)Nc3cccc(C(F)(F)F)c3)cc2)ncn1, ClCCl, NCCO. As a reaction SMILES: [CH3:1][S:2](=[O:3])(=[O:4])[c:5]1[cH:6][c:7]([O:11][c:12]2[cH:13][cH:14][c:15]([NH:18][C:19](=[O:20])[NH:21][c:22]3[cH:23][c:24]([C:28]([F:29])([F:30])[F:31])[cH:25][cH:26][cH:27]3)[cH:16][cH:17]2)[n:8][cH:9][n:10]1.[Cl:36][CH2:37][Cl:38].[NH2:32][CH2:33][CH2:34][OH:35]>>[c:5]1([NH:32][CH2:33][CH2:34][OH:35])[cH:6][c:7]([O:11][c:12]2[cH:13][cH:14][c:15]([NH:18][C:19](=[O:20])[NH:21][c:22]3[cH:23][c:24]([C:28]([F:29])([F:30])[F:31])[cH:25][cH:26][cH:27]3)[cH:16][cH:17]2)[n:8][cH:9][n:10]1. Product: O=C(Nc1ccc(Oc2cc(NCCO)ncn2)cc1)Nc1cccc(C(F)(F)F)c1. The reactants are trimethylsilyldiazomethane diethyl ether, O (Water), trimethylsilyldiazomethane diethyl ether, OC=1C=C(C=C2C=C(NC12)C(=O)OC)OC1=NC=C(C=C1)S(=O)(=O)C (methyl 7-hydroxy-5-{[5-(methylsulfonyl)pyridin-2-yl]oxy}-1H-indole-2-carboxylate), O1CCCC1 (tetrahydrofuran), trimethylsilyldiazomethane diethyl ether. Solvent: CO (methanol). Reaction conditions: temperature 0 celsius, time 1 hour. Product: COC=1C=C(C=C2C=C(NC12)C(=O)OC)OC1=NC=C(C=C1)S(=O)(=O)C (Methyl 7-methoxy-5-{[5-(methylsulfonyl)pyridin-2-yl]oxy}-1H-indole-2-carboxylate). The yield is 86.0%. RXN SMILES: [OH:1][C:2]1[CH:3]=[C:4]([O:15][C:16]2[CH:21]=[CH:20][C:19]([S:22]([CH3:25])(=[O:24])=[O:23])=[CH:18][N:17]=2)[CH:5]=[C:6]2[C:10]=1[NH:9][C:8]([C:11]([O:13][CH3:14])=[O:12])=[CH:7]2.O.O1CCC[CH2:28]1>CO>[CH3:28][O:1][C:2]1[CH:3]=[C:4]([O:15][C:16]2[CH:21]=[CH:20][C:19]([S:22]([CH3:25])(=[O:24])=[O:23])=[CH:18][N:17]=2)[CH:5]=[C:6]2[C:10]=1[NH:9][C:8]([C:11]([O:13][CH3:14])=[O:12])=[CH:7]2. Reported procedure: To a solution of methyl 7-hydroxy-5-{[5-(methylsulfonyl)pyridin-2-yl]oxy}-1H-indole-2-carboxylate (3.12 g) in a mixture of tetrahydrofuran (30 mL) and methanol (5 mL) was added dropwise 2M trimethylsilyldiazomethane diethyl ether solution (4.3 mL) at 0° C. The mixture was stirred at 0° C. for 1 h, 2M trimethylsilyldiazomethane diethyl ether solution (8.0 mL) was added dropwise to the mixture again, and the mixture was stirred at 0° C. for 2.5 h. Furthermore, 2M trimethylsilyldiazomethane diethyl... The reactants are resultant mixture, resultant mixture, C1(CCCCC1)C1=CC=CC=C1 (cyclohexylbenzene), C1(CCCCC1)C1=CC=CC=C1 (cyclohexylbenzene), C=CC1=CC=CC=C1 (styrene). Run in S(O)(O)(=O)=O (sulfuric acid), S(O)(O)(=O)=O (sulfuric acid). The product is C1(CCCCC1)C1=C(C=CC=C1)C(C)C1=CC=CC=C1 (1-(cyclohexylphenyl)-1-phenylethane). Reaction SMILES: [CH:1]1([C:7]2[CH:12]=[CH:11][CH:10]=[CH:9][CH:8]=2)[CH2:6][CH2:5][CH2:4][CH2:3][CH2:2]1.[CH2:13]=[CH:14][C:15]1[CH:20]=[CH:19][CH:18]=[CH:17][CH:16]=1>S(=O)(=O)(O)O>[CH:7]1([C:1]2[CH:2]=[CH:3][CH:4]=[CH:5][C:6]=2[CH:14]([C:15]2[CH:20]=[CH:19][CH:18]=[CH:17][CH:16]=2)[CH3:13])[CH2:8][CH2:9][CH2:10][CH2:11][CH2:12]1. Reported procedure: In a reactor, 1 liter or cyclohexylbenzene and 200 ml of concentrated sulfuric acid were introduced and the resultant mixture was kept at 15° C. Then, 800 ml of a 1:1 mixture of cyclohexylbenzene and styrene was added dropwise to the resultant mixture over a period of two hours, while the temperature of the mixture was kept in the range of from 15° to 20° C. At the end of the dropwise addition of the mixture, 200 ml of concentrated sulfuric acid was added to continue the reaction further for 30 ... The reactants are CC(=O)[O-], O=[N+]([O-])c1cnc(NC(CO)c2ccc(F)cc2)cc1Nc1cc(C2CC2)[nH]n1, [Cl-], [NH4+], [NH4+], [Zn]. The product is Nc1cnc(NC(CO)c2ccc(F)cc2)cc1Nc1cc(C2CC2)[nH]n1. As a reaction SMILES: [CH3:33][C:34](=[O:35])[O-:36].[CH:1]1([c:4]2[cH:5][c:6]([NH:9][c:10]3[cH:11][c:12]([NH:19][CH:20]([CH2:21][OH:22])[c:23]4[cH:24][cH:25][c:26]([F:29])[cH:27][cH:28]4)[n:13][cH:14][c:15]3[N+:16]([O-:17])=[O:18])[n:7][nH:8]2)[CH2:2][CH2:3]1.[Cl-:30].[NH4+:31].[NH4+:32].[Zn:37]>>[CH:1]1([c:4]2[cH:5][c:6]([NH:9][c:10]3[cH:11][c:12]([NH:19][CH:20]([CH2:21][OH:22])[c:23]4[cH:24][cH:25][c:26]([F:29])[cH:27][cH:28]4)[n:13][cH:14][c:15]3[NH2:16])[n:7][nH:8]2)[CH2:2][CH2:3]1.